describe an organic reaction: reactants, conditions, products, and yield From a dataset of the Open Reaction Database (ORD), a public repository of structured organic reaction records. The reactants are C1CCOC1, CC(C)[N-]C(C)C, COC=O, [Li+], CCOP(=O)(OCC)c1ccco1. The product is CCOP(=O)(OCC)c1ccc(C=O)o1. RXN SMILES: [CH2:26]1[O:27][CH2:28][CH2:29][CH2:30]1.[CH3:15][CH:16]([N-:17][CH:18]([CH3:19])[CH3:20])[CH3:21].[CH:22](=[O:23])[O:24][CH3:25].[Li+:14].[o:1]1[c:2]([P:6]([O:7][CH2:8][CH3:9])(=[O:10])[O:11][CH2:12][CH3:13])[cH:3][cH:4][cH:5]1>>[o:1]1[c:2]([P:6]([O:7][CH2:8][CH3:9])(=[O:10])[O:11][CH2:12][CH3:13])[cH:3][cH:4][c:5]1[CH:22]=[O:23]. The reactants are mercuric chloride, Cl (hydrochloric acid), O (water), Cl (hydrochloric acid), O (water), Cl (hydrochloric acid), C(CCCCC)(=O)C1=C(O)C=CC=C1O (n-hexanoyl resorcinol). Reagents/catalysts: [Zn] (zinc). The solvent is C1(=CC=CC=C1)C (toluene). Run at time 5 minute. Product: C(CCCCC)C1=C(O)C=CC=C1O (n-hexyl resorcinol). As a reaction SMILES: Cl.O.[C:3]([C:10]1[C:16]([OH:17])=[CH:15][CH:14]=[CH:13][C:11]=1[OH:12])(=O)[CH2:4][CH2:5][CH2:6][CH2:7][CH3:8]>[Zn].C1(C)C=CC=CC=1>[CH2:3]([C:10]1[C:11]([OH:12])=[CH:13][CH:14]=[CH:15][C:16]=1[OH:17])[CH2:4][CH2:5][CH2:6][CH2:7][CH3:8]. Procedure details: Subsequently, 30.0 g of zinc powder was mixed with 2.50 g of mercuric chloride, 1.5 ml of concentrated hydrochloric acid and 38 ml of water and shaken for 5 minutes, followed by decantation to discard the aqueous phase. Thereafter, 20 ml of water, 45 ml of concentrated hydrochloric acid, 25 ml of toluene and 14.6 g of the previously obtained n-hexanoyl resorcinol were added in this order, followed by refluxing under heating conditions for 30 hours. During the refluxing, 12.5 ml of concentrated h... Starting materials: COC(=O)c1ccc2c(c1)ncn2CCS(C)(=O)=O, CO, [Li+], [OH-], O. The product is CS(=O)(=O)CCn1cnc2cc(C(=O)O)ccc21. RXN SMILES: [CH3:1][O:2][C:3](=[O:4])[c:5]1[cH:6][c:7]2[c:8]([n:9]([CH2:12][CH2:13][S:14](=[O:15])(=[O:16])[CH3:17])[cH:10][n:11]2)[cH:18][cH:19]1.[CH3:23][OH:24].[Li+:21].[OH-:20].[OH2:22]>>[O:2]=[C:3]([OH:4])[c:5]1[cH:6][c:7]2[c:8]([n:9]([CH2:12][CH2:13][S:14](=[O:15])(=[O:16])[CH3:17])[cH:10][n:11]2)[cH:18][cH:19]1. Reactants: C(C)OC(COC1=C(SC2=NC=CC=C21)C(=O)OC)=O (methyl 3-(2-ethoxy-2-oxoethoxy)thieno[2,3-b]pyridine-2-carboxylate), OO.NC(=O)N (urea hydrogen peroxide), OO.NC(=O)N (urea hydrogen peroxide), C(=O)(C(F)(F)F)OC(=O)C(F)(F)F (TFAA), C(=O)(C(F)(F)F)OC(=O)C(F)(F)F (TFAA), C(=O)(O)[O-].[Na+] (NaHCO3). Run in CC#N (CH3CN). Reaction conditions: temperature 70 celsius, time 8 hour. Product: C(C)OC(COC1=C(SC2=[N+](C=CC=C21)[O-])C(=O)OC)=O (Methyl 3-(2-ethoxy-2-oxoethoxy)thieno[2,3-b]pyridine-2-carboxylate 7-oxide). Isolated yield 46.7%. As a reaction SMILES: [CH2:1]([O:3][C:4](=[O:20])[CH2:5][O:6][C:7]1[C:15]2[C:10](=[N:11][CH:12]=[CH:13][CH:14]=2)[S:9][C:8]=1[C:16]([O:18][CH3:19])=[O:17])[CH3:2].OO.NC(N)=[O:25].C(OC(C(F)(F)F)=O)(C(F)(F)F)=O.C([O-])(O)=O.[Na+]>CC#N>[CH2:1]([O:3][C:4](=[O:20])[CH2:5][O:6][C:7]1[C:15]2[C:10](=[N+:11]([O-:25])[CH:12]=[CH:13][CH:14]=2)[S:9][C:8]=1[C:16]([O:18][CH3:19])=[O:17])[CH3:2] |f:1.2,4.5|. Procedure details: To a mixture of methyl 3-(2-ethoxy-2-oxoethoxy)thieno[2,3-b]pyridine-2-carboxylate (500 mg), urea hydrogen peroxide (239 mg) and CH3CN (8 mL) was added TFAA (0.353 mL) at room temperature. The mixture was stirred at room temperature for 4 h and at 70° C. overnight. To the mixture were added urea hydrogen peroxide (80 mg) and TFAA (0.118 mL). The mixture was stirred at 70° C. for 2 h. After cooling, to the mixture was added saturated aqueous NaHCO3. The resulting precipitate was collected by filt...